From a dataset of the Open Reaction Database (ORD), a public repository of structured organic reaction records. describe an organic reaction: reactants, conditions, products, and yield Starting materials: O=C(c1ccccc1)c1cccc([N+](=O)[O-])c1C(=O)O, O, O=S(=O)(O)O. Product: O=C1c2ccccc2C(=O)c2c1cccc2[N+](=O)[O-]. RXN SMILES: [C:1]([c:2]1[cH:3][cH:4][cH:5][cH:6][cH:7]1)(=[O:8])[c:9]1[c:10]([C:11](=[O:12])[OH:13])[c:14]([N+:18](=[O:19])[O-:20])[cH:15][cH:16][cH:17]1.[OH2:26].[S:21](=[O:22])(=[O:23])([OH:24])[OH:25]>>[C:1]1(=[O:8])[c:2]2[c:3]([cH:4][cH:5][cH:6][cH:7]2)[C:11](=[O:13])[c:10]2[c:9]1[cH:17][cH:16][cH:15][c:14]2[N+:18](=[O:19])[O-:20]. The reactants are COc1ccc(Sc2ccc3c(c2)C=C(C)C(C)(C)O3)cc1, ClCCl, [I-], [Li+], Cc1cc(C)nc(C)c1. Yields the product CC1=Cc2cc(Sc3ccc(O)cc3)ccc2OC1(C)C. RXN SMILES: [CH3:1][O:2][c:3]1[cH:4][cH:5][c:6]([S:9][c:10]2[cH:11][c:12]3[c:13]([cH:21][cH:22]2)[O:14][C:15]([CH3:19])([CH3:20])[C:16]([CH3:18])=[CH:17]3)[cH:7][cH:8]1.[Cl:34][CH2:35][Cl:36].[I-:23].[Li+:24].[n:25]1[c:26]([CH3:27])[cH:28][c:29]([CH3:30])[cH:31][c:32]1[CH3:33]>>[OH:2][c:3]1[cH:4][cH:5][c:6]([S:9][c:10]2[cH:11][c:12]3[c:13]([cH:21][cH:22]2)[O:14][C:15]([CH3:19])([CH3:20])[C:16]([CH3:18])=[CH:17]3)[cH:7][cH:8]1. The reactants are Cl (Hydrochloric acid), CN(CCCNC(=O)OCC1=C(C=CC=C1)N(C=O)CCCCCCCCCCCCCCCC)C ([2-[[N-[3-(dimethylamino)propyl]carbamoyloxy]methyl]phenyl]-N-hexadecylformamide). The solvent is C(C)(=O)OCC (ethyl acetate), C(C)(=O)OCC (ethyl acetate). Reaction conditions: time 15 minute. Product: Cl.CN(CCCNC(=O)OCC1=C(C=CC=C1)N(C=O)CCCCCCCCCCCCCCCC)C ([2-[[N-[3-(Dimethylamino)propyl]carbamoyloxy]methyl]phenyl]-N-hexadecylformamide hydrochloride). RXN SMILES: [ClH:1].[CH3:2][N:3]([CH3:37])[CH2:4][CH2:5][CH2:6][NH:7][C:8]([O:10][CH2:11][C:12]1[CH:17]=[CH:16][CH:15]=[CH:14][C:13]=1[N:18]([CH2:21][CH2:22][CH2:23][CH2:24][CH2:25][CH2:26][CH2:27][CH2:28][CH2:29][CH2:30][CH2:31][CH2:32][CH2:33][CH2:34][CH2:35][CH3:36])[CH:19]=[O:20])=[O:9]>C(OCC)(=O)C>[ClH:1].[CH3:37][N:3]([CH3:2])[CH2:4][CH2:5][CH2:6][NH:7][C:8]([O:10][CH2:11][C:12]1[CH:17]=[CH:16][CH:15]=[CH:14][C:13]=1[N:18]([CH2:21][CH2:22][CH2:23][CH2:24][CH2:25][CH2:26][CH2:27][CH2:28][CH2:29][CH2:30][CH2:31][CH2:32][CH2:33][CH2:34][CH2:35][CH3:36])[CH:19]=[O:20])=[O:9] |f:3.4|. Procedure: 4N Hydrochloric acid--ethyl acetate solution (0.12 ml) was added to a solution of [2-[[N-[3-(dimethylamino)propyl]carbamoyloxy]methyl]phenyl]-N-hexadecylformamide (0.20 g) in ethyl acetate (2 ml) at room temperature. After being stirred for 15 minutes, the reaction mixture was concentrated. The residue was recrystallized from ethyl acetate, thereby yielding 0.19 g of the aimed compound as white crystals. Reactants: C(=O)C1=C(C(=C(C(=O)OCC)C(=C1)C)C)NC(C1=C(C=CC=C1)Cl)=O (ethyl 4-formyl-2,6-dimethyl-3-(o-chlorobenzoylamino)benzoate), N (ammonia). Solvent: C(C)O (ethanol). Run at time 8 hour. Product: ClC1=C(C=CC=C1)C1=NC2=C(C(=C(C=C2C=N1)C)C(=O)OCC)C (2-(o-chlorophenyl)-7-ethoxycarbonyl-6,8-dimethylquinazoline). Yield: 30.0%. Reaction SMILES: [CH:1]([C:3]1[CH:13]=[C:12]([CH3:14])[C:6]([C:7]([O:9][CH2:10][CH3:11])=[O:8])=[C:5]([CH3:15])[C:4]=1[NH:16][C:17](=O)[C:18]1[CH:23]=[CH:22][CH:21]=[CH:20][C:19]=1[Cl:24])=O.[NH3:26]>C(O)C>[Cl:24][C:19]1[CH:20]=[CH:21][CH:22]=[CH:23][C:18]=1[C:17]1[N:26]=[CH:1][C:3]2[C:4](=[C:5]([CH3:15])[C:6]([C:7]([O:9][CH2:10][CH3:11])=[O:8])=[C:12]([CH3:14])[CH:13]=2)[N:16]=1. Reported procedure: 504 mg of ethyl 4-formyl-2,6-dimethyl-3-(o-chlorobenzoylamino)benzoate was dissolved in 50 ml of ethanol saturated with ammonia and the solution was left to stand overnight at room temperature. The solvent was evaporated, and the residue was separated and purified by silica gel column chromatography. Fractions eluted with diethyl ether/n-hexane (volume ratio 2:8) were collected and the solvent was evaporated. The residue was recrystallized from methanol/n-hexane to give 150 mg (yield 30%) of 2-(... Reactants: C(OC)(OC1=NC(=C(C=C1Cl)Cl)Cl)=O (methyl 3,5,6-trichloro-2-pyridyl carbonate), ClCC(=O)OC (methyl chloroacetate). Product: ClC=1C(=NC(=C(C1)Cl)Cl)OCC(=O)OC (3,5,6-trichloro-2-pyridoxyacetic acid, methyl ester). RXN SMILES: [C:1](=O)([O:4][C:5]1[C:10]([Cl:11])=[CH:9][C:8]([Cl:12])=[C:7]([Cl:13])[N:6]=1)OC.ClC[C:17]([O:19][CH3:20])=[O:18]>>[Cl:11][C:10]1[C:5]([O:4][CH2:1][C:17]([O:19][CH3:20])=[O:18])=[N:6][C:7]([Cl:13])=[C:8]([Cl:12])[CH:9]=1. Reported procedure: Mixtures of 2.56 g (0.01 g mole) of methyl 3,5,6-trichloro-2-pyridyl carbonate, 0.01 to 0.1 g mole of methyl chloroacetate, and initiator as noted were heated at 100° C. until gas evolution had stopped. Unreacted methyl chloroacetate was then removed from the reaction mixture using a rotary evaporator. The crude product remaining was analyzed by gas chromatography. In each case, a good yield (about 2.8 g of crude product) of the expected 3,5,6-trichloro-2-pyridoxyacetic acid, methyl ester (III) ... Reported procedure: To 2 g of 10-acetamido-7-chloro-5H,10H-imidazo[1,2-a]indeno[1,2-e]pyrazin-4-one in 40 ml of anhydrous dimethyl sulphoxide, maintained at 20° C. under a nitrogen atmosphere, is added 0.61 g of 60% sodium hydride and the mixture is stirred for 90 minutes. 0.8 ml of benzyl chloride are then added dropwise and the stirring is continued for 24 hours. The reaction medium is then poured onto 50 ml of ice-water, then acidified using 1N hydrochloric acid (12 ml). The precipitate formed is filtered off, w... Product: O.O.NC1(C=2C=CC(=CC2C=2NC(C=3N(C21)C=CN3)=O)Cl)CC3=CC=CC=C3 (10-amino-10-benzyl-7-chloro-5H,10H-imidazo-[1,2-a]indeno[1,2-e]pyrazin-4-one dihydrate). Solvent: Cl (hydrochloric acid), CS(=O)C (dimethyl sulphoxide), Cl (hydrochloric acid). Starting materials: [H-].[Na+] (sodium hydride), ice water, C(C)(=O)NC1C=2C=CC(=CC2C=2NC(C=3N(C21)C=CN3)=O)Cl (10-acetamido-7-chloro-5H,10H-imidazo[1,2-a]indeno[1,2-e]pyrazin-4-one), C(C1=CC=CC=C1)Cl (benzyl chloride). Reaction conditions: time 90 minute. RXN SMILES: C([NH:4][CH:5]1[C:17]2[N:16]3[CH:18]=[CH:19][N:20]=[C:15]3[C:14](=[O:21])[NH:13][C:12]=2[C:11]2[CH:10]=[C:9]([Cl:22])[CH:8]=[CH:7][C:6]1=2)(=[O:3])C.[H-].[Na+].[CH2:25](Cl)[C:26]1[CH:31]=[CH:30][CH:29]=[CH:28][CH:27]=1>CS(C)=O.Cl>[OH2:3].[OH2:3].[NH2:4][C:5]1([CH2:25][C:26]2[CH:31]=[CH:30][CH:29]=[CH:28][CH:27]=2)[C:17]2[N:16]3[CH:18]=[CH:19][N:20]=[C:15]3[C:14](=[O:21])[NH:13][C:12]=2[C:11]2[CH:10]=[C:9]([Cl:22])[CH:8]=[CH:7][C:6]1=2 |f:1.2,6.7.8|.